Task: describe an organic reaction: reactants, conditions, products, and yield. Dataset: the Open Reaction Database (ORD), a public repository of structured organic reaction records The product is CC(=O)N1CC2COC(OC(C)c3cc(C(F)(F)F)cc(C(F)(F)F)c3)C(c3cc(I)ccc3C)C2C1. The reactants are CC(=O)OC(C)=O, Cc1ccc(I)cc1C1C(OC(C)c2cc(C(F)(F)F)cc(C(F)(F)F)c2)OCC2CNCC21. As a reaction SMILES: [CH3:35][C:36](=[O:37])[O:38][C:39](=[O:40])[CH3:41].[F:1][C:2]([c:3]1[cH:4][c:5]([CH:13]([CH3:14])[O:15][CH:16]2[CH:17]([c:25]3[c:26]([CH3:32])[cH:27][cH:28][c:29]([I:31])[cH:30]3)[CH:18]3[CH:19]([CH2:20][NH:21][CH2:22]3)[CH2:23][O:24]2)[cH:6][c:7]([C:9]([F:10])([F:11])[F:12])[cH:8]1)([F:33])[F:34]>>[F:1][C:2]([c:3]1[cH:4][c:5]([CH:13]([CH3:14])[O:15][CH:16]2[CH:17]([c:25]3[c:26]([CH3:32])[cH:27][cH:28][c:29]([I:31])[cH:30]3)[CH:18]3[CH:19]([CH2:20][N:21]([C:36]([CH3:35])=[O:37])[CH2:22]3)[CH2:23][O:24]2)[cH:6][c:7]([C:9]([F:10])([F:11])[F:12])[cH:8]1)([F:33])[F:34].